Dataset: the Open Reaction Database (ORD), a public repository of structured organic reaction records. Task: describe an organic reaction: reactants, conditions, products, and yield Reactants: C(C)(C)(C)OC(=O)N[C@H](C(=O)OCC1=CC=CC=C1)CCC[C@@H]([C@@H](CCC(C)C)[C@H](C)OCC1=CC=C(C=C1)OC)OCCC ((2S,6S,7S)-benzyl 2-((tert-butoxycarbonyl)amino)-7-((S)-1-((4-methoxybenzyl)oxy)-ethyl)-10-methyl-6-propoxyundecanoate), C(#N)C1=C(C(=O)C(=C(C1=O)Cl)Cl)C#N (DDQ), [OH-].[Na+] (NaOH). Solvent: O (H2O), C(Cl)Cl (DCM), O (H2O). Run at time 1 hour. Product: C(C)(C)(C)OC(=O)N[C@H](C(=O)OCC1=CC=CC=C1)CCC[C@@H]([C@@H](CCC(C)C)[C@H](C)O)OCCC ((2S,6S,7S)-benzyl 2-((tert-butoxycarbonyl)amino)-7-((S)-1-hydroxyethyl)-10-methyl-6-propoxyundecanoate). The yield is 92.0%. Reaction SMILES: [C:1]([O:5][C:6]([NH:8][C@@H:9]([CH2:20][CH2:21][CH2:22][C@H:23]([O:42][CH2:43][CH2:44][CH3:45])[C@H:24]([C@@H:30]([O:32]CC1C=CC(OC)=CC=1)[CH3:31])[CH2:25][CH2:26][CH:27]([CH3:29])[CH3:28])[C:10]([O:12][CH2:13][C:14]1[CH:19]=[CH:18][CH:17]=[CH:16][CH:15]=1)=[O:11])=[O:7])([CH3:4])([CH3:3])[CH3:2].C(C1C(=O)C(Cl)=C(Cl)C(=O)C=1C#N)#N.[OH-].[Na+]>O.C(Cl)Cl>[C:1]([O:5][C:6]([NH:8][C@@H:9]([CH2:20][CH2:21][CH2:22][C@H:23]([O:42][CH2:43][CH2:44][CH3:45])[C@H:24]([C@@H:30]([OH:32])[CH3:31])[CH2:25][CH2:26][CH:27]([CH3:29])[CH3:28])[C:10]([O:12][CH2:13][C:14]1[CH:19]=[CH:18][CH:17]=[CH:16][CH:15]=1)=[O:11])=[O:7])([CH3:2])([CH3:3])[CH3:4] |f:2.3|. Procedure details: To a solution of (2S,6S,7S)-benzyl 2-((tert-butoxycarbonyl)amino)-7-((S)-1-((4-methoxybenzyl)oxy)-ethyl)-10-methyl-6-propoxyundecanoate (1.10 g, 1.75 mmol) in H2O (0.531 mL) and DCM (5.31 mL) was added DDQ (0.418 g, 1.84 mmol) at 0° C. The mixture was stirred vigorously at this temperature for 1 h and then 1N NaOH (1.84 mL, 1.84 mmol) and H2O (20 mL) were added. The phases were separated and the aqueous phase was extracted with DCM (3×15 mL). The combined organic extracts were washed with brine ... The reactants are [N+](=O)([O-])C=1C=C(C=CC1)NC1=C(C=O)C=CC=N1 (2-(3-nitrophenylamino)nicotinaldehyde), N1=CC(=CC=C1)CCCCC(=O)OCC (ethyl 5-(pyridin-3-yl)pentanoate), [Li+].CC(C)[N-]C(C)C (LDA). The solvent is CN(C)C=O.CCO (DMF EtOH). The product is [N+](=O)([O-])C=1C=C(C=CC1)N1C(C(=CC2=CC=CN=C12)CCCC=1C=NC=CC1)=O (1-(3-nitrophenyl)-3-[3-(pyridin-3-yl)propyl]-1,8-naphthyridin-2(1H)-one). As a reaction SMILES: [N+:1]([C:4]1[CH:5]=[C:6]([NH:10][C:11]2[N:18]=[CH:17][CH:16]=[CH:15][C:12]=2[CH:13]=O)[CH:7]=[CH:8][CH:9]=1)([O-:3])=[O:2].[N:19]1[CH:24]=[CH:23][CH:22]=[C:21]([CH2:25][CH2:26][CH2:27][CH2:28][C:29](OCC)=[O:30])[CH:20]=1.[Li+].CC([N-]C(C)C)C>CN(C=O)C.CCO>[N+:1]([C:4]1[CH:5]=[C:6]([N:10]2[C:11]3[C:12](=[CH:15][CH:16]=[CH:17][N:18]=3)[CH:13]=[C:28]([CH2:27][CH2:26][CH2:25][C:21]3[CH:20]=[N:19][CH:24]=[CH:23][CH:22]=3)[C:29]2=[O:30])[CH:7]=[CH:8][CH:9]=1)([O-:3])=[O:2] |f:2.3,4.5|. Reported procedure: The procedure of Example 1 was repeated using 2-(3-nitrophenylamino)nicotinaldehyde (1.0 eq.), ethyl 5-(pyridin-3-yl)pentanoate (1.1 eq., prepared in Synthetic Example 9) and LDA (1.5 eq.) to obtain 1-(3-nitrophenyl)-3-[3-(pyridin-3-yl)propyl]-1,8-naphthyridin-2(1H)-one, mp 172 to 173° C./DMF-EtOH. 1H NMR(CDCl3) δ: 2.02-2.11(2H, m), 2.71-2.79 (4H, m), 7.18-7.24 (2H, m), 7.54-7.92(5H, m), 8.19-8.20 (1H, m), 8.34-8.49(4H, m). Reactants: Fc1ccc2c(CCCCl)noc2c1, [K+], [K+], O=C([O-])[O-], c1cc2c3c(c1)C1CNCCC1N3CCC2. Yields the product Fc1ccc2c(CCCN3CCC4C(C3)c3cccc5c3N4CCC5)noc2c1. Reaction SMILES: [Cl:17][CH2:18][CH2:19][CH2:20][c:21]1[n:22][o:23][c:24]2[c:25]1[cH:26][cH:27][c:28]([F:30])[cH:29]2.[K+:31].[K+:32].[O-:33][C:34]([O-:35])=[O:36].[cH:1]1[cH:2][cH:3][c:4]2[c:9]3[c:10]1[CH:11]1[CH:12]([N:8]3[CH2:7][CH2:6][CH2:5]2)[CH2:13][CH2:14][NH:15][CH2:16]1>>[cH:1]1[cH:2][cH:3][c:4]2[c:9]3[c:10]1[CH:11]1[CH:12]([N:8]3[CH2:7][CH2:6][CH2:5]2)[CH2:13][CH2:14][N:15]([CH2:18][CH2:19][CH2:20][c:21]2[n:22][o:23][c:24]3[c:25]2[cH:26][cH:27][c:28]([F:30])[cH:29]3)[CH2:16]1. Starting materials: Brc1ccsc1, OCCCO, Cl, [Cu]I, [Na], O. Product: OCCCOc1ccsc1. As a reaction SMILES: [Br:7][c:8]1[cH:9][s:10][cH:11][cH:12]1.[CH2:2]([CH2:3][CH2:4][OH:5])[OH:6].[ClH:13].[Cu:14][I:15].[Na:1].[OH2:16]>>[CH2:2]([CH2:3][CH2:4][O:5][c:8]1[cH:9][s:10][cH:11][cH:12]1)[OH:6].